This data is from the Open Reaction Database (ORD), a public repository of structured organic reaction records. The task is: describe an organic reaction: reactants, conditions, products, and yield The reactants are OO (hydrogen peroxide), ice, CN1CC[C@]23C4=C5C=CC(=C4O[C@H]2C(=CC=C3[C@H]1C5)OC)OC (thebaine). Run at time 3 hour. Yields the product CN1CC[C@]23C4C(=O)C=C[C@]2([C@H]1CC5=C3C(=C(C=C5)OC)O4)O (14-Hydroxycodeinone). As a reaction SMILES: [OH:1]O.[CH3:3][N:4]1[C@@H:20]2[CH2:21][C:9]3[CH:10]=[CH:11][C:12]([O:24][CH3:25])=[C:13]4[O:14][C@H:15]5[C:16]([O:22]C)=[CH:17][CH:18]=[C:19]2[C@:7]5([C:8]=34)[CH2:6][CH2:5]1>>[CH3:3][N:4]1[C@@H:20]2[CH2:21][C:9]3[CH:10]=[CH:11][C:12]([O:24][CH3:25])=[C:13]4[O:14][CH:15]5[C:16]([CH:17]=[CH:18][C@:19]2([OH:1])[C@:7]5([C:8]=34)[CH2:6][CH2:5]1)=[O:22]. Reported procedure: A 0.10 L round bottom flask (RBF) is charged with 18.9 g of formic acid, 9.9 g of water, and 7.8 g of 2-propanol. This mixture is stirred at 20–30° C. for 5 minutes. Into this solution is added 5.0 g of thebaine bitartrate monohydrate. This is stirred magnetically at room temperature for 10 minutes until dissolution is achieved. The color of the solution depends on the quality of the thebaine bitartrate. Good quality of thebaine bitartrate affords a pale yellowish solution. No exothermic effect ... Yield: 68.2%. As a reaction SMILES: [Cl:1][C:2]1[CH:17]=[CH:16][C:5]2[S:6][C:7]3[CH:15]=[CH:14][CH:13]=[CH:12][C:8]=3[C:9](=S)[NH:10][C:4]=2[CH:3]=1.[NH2:18][CH2:19][C:20]1[CH:21]=[N:22][CH:23]=[CH:24][CH:25]=1>C(OCCO)C>[Cl:1][C:2]1[CH:17]=[CH:16][C:5]2[S:6][C:7]3[CH:15]=[CH:14][CH:13]=[CH:12][C:8]=3[C:9]([NH:18][CH2:19][C:20]3[CH:21]=[N:22][CH:23]=[CH:24][CH:25]=3)=[N:10][C:4]=2[CH:3]=1. Yields the product ClC1=CC2=C(SC3=C(C(=N2)NCC=2C=NC=CC2)C=CC=C3)C=C1 (8-Chloro-dibenzo[b,f][1,4]thiazepin-11-yl-pyridin-3-ylmethyl-amine). Solvent: C(C)OCCO (2-ethoxyethanol). Starting materials: ClC1=CC2=C(SC3=C(C(N2)=S)C=CC=C3)C=C1 (8-chlorodibenzo[b,f]-1,4-thiazepin-11(10H)-thione), NCC=1C=NC=CC1 (3-(aminomethyl)pyridine). Procedure details: A solution of 682 mg (2.5 mmol) of 8-chlorodibenzo[b,f]-1,4-thiazepin-11(10H)-thione (Polivka Z., et al., Coll. Czech. Chem. Comm., 48:1465 (1983)) in 15 mL of 2-ethoxyethanol was treated with 0.5 mL (5.0 mmol) of 3-(aminomethyl)pyridine and heated at reflux overnight. The solvent was removed under reduced pressure and the residue taken up in EtOAc and washed three times with H2O, then saturated NaHCO3 solution and saturated NaCl solution. Drying over MgSO4 and removal of the solvent under reduc... The reactants are FC1=C(CCl)C(=CC=C1F)OC (2,3-difluoro-6-methoxybenzyl chloride), ClC1=CC(=C(C=C1)O)OC (4-chloro-2-methoxyphenol), C([O-])([O-])=O.[K+].[K+] (potassium carbonate), [I-].[Na+] (sodium iodide). Solvent: CN(C=O)C (N,N-dimethylformamide), O (water). Run at temperature 80 celsius, time 2 hour. Product: ClC=1C=CC(=C(C1)OC)OCC1=C(C(=CC=C1OC)F)F (5-Chloro-2-(2,3-difluoro-6-methoxybenzyloxy)anisole). The yield is 68.8%. RXN SMILES: [F:1][C:2]1[C:9]([F:10])=[CH:8][CH:7]=[C:6]([O:11][CH3:12])[C:3]=1[CH2:4]Cl.[Cl:13][C:14]1[CH:19]=[CH:18][C:17]([OH:20])=[C:16]([O:21][CH3:22])[CH:15]=1.C(=O)([O-])[O-].[K+].[K+].[I-].[Na+]>CN(C)C=O.O>[Cl:13][C:14]1[CH:19]=[CH:18][C:17]([O:20][CH2:4][C:3]2[C:6]([O:11][CH3:12])=[CH:7][CH:8]=[C:9]([F:10])[C:2]=2[F:1])=[C:16]([O:21][CH3:22])[CH:15]=1 |f:2.3.4,5.6|. Procedure details: A mixture of 2,3-difluoro-6-methoxybenzyl chloride (7.65 g), 4-chloro-2-methoxyphenol (6.34 g), potassium carbonate (8.29 g) and sodium iodide (1.2 g) in N,N-dimethylformamide (20 mL) was stirred at 80° C. for 2 hours. The reaction mixture was poured into water, and the resulting mixture was extracted with diethyl ether. The extract was washed with 1 mol/L aqueous sodium hydroxide solution, water and brine successively, and dried over anhydrous magnesium sulfate, and the solvent was removed unde... Starting materials: O (water), BrC1=CC(=C(C(=C1)C)O)C (4-bromo-2,6-dimethylphenol), BrCCCCCCCBr (1,7-dibromoheptane), C([O-])([O-])=O.[K+].[K+] (potassium carbonate). Run in C(Cl)Cl (methylene chloride), CN(C=O)C (N,N-dimethylformamide). Run at time 5 hour. The product is BrC=1C=C(C(=C(C1)C)OCCCCCCCBr)C (5-bromo-2-(7-bromoheptyloxy)-1,3-dimethylbenzene). RXN SMILES: [Br:1][C:2]1[CH:7]=[C:6]([CH3:8])[C:5]([OH:9])=[C:4]([CH3:10])[CH:3]=1.[Br:11][CH2:12][CH2:13][CH2:14][CH2:15][CH2:16][CH2:17][CH2:18]Br.C(=O)([O-])[O-].[K+].[K+].O>CN(C)C=O.C(Cl)Cl>[Br:1][C:2]1[CH:7]=[C:6]([CH3:8])[C:5]([O:9][CH2:18][CH2:17][CH2:16][CH2:15][CH2:14][CH2:13][CH2:12][Br:11])=[C:4]([CH3:10])[CH:3]=1 |f:2.3.4|. Procedure details: A solution of 4-bromo-2,6-dimethylphenol (2.00 g) and 1,7-dibromoheptane (5.10 g) in N,N-dimethylformamide (20 ml) was treated with potassium carbonate (2.06 g), and the mixture was stirred for 5 hours at ambient temperature. To the reaction mixture was added water and methylene chloride, and the organic layer was separated and dried over magnesium sulfate. Magnesium sulfate was filtered off, and the filtrate was concentrated in vacuo. The residue was purified by silica gel column chromatography... Starting materials: N (ammonia), ice water, ClC=1C=C(C(=O)O)C=CC1N1C(NCCC1)=O (3-chloro-4-(tetrahydro-pyrimidin-2-on-1-yl)-benzoic acid), ClC1=CC2=C(NC(=N2)[C@H](C)N)C=C1 ((1S)-1-(5-chloro-1H-benzimidazol-2-yl)-ethylamine), CN(C)C(=[N+](C)C)ON1C2=C(C=CC=C2)N=N1.[B-](F)(F)(F)F (TBTU), CN1CCOCC1 (NMM). The solvent is CN(C)C=O (DMF). Product: ClC=1C=C(C(=O)N[C@@H](C)C2=NC3=C(N2)C=CC(=C3)Cl)C=CC1N1C(NCCC1)=O (3-chloro-N-[(1S)-1-(5-chloro-1H-benzimidazol-2-yl)-ethyl]-4-(tetrahydropyrimidin-2-on-1-yl)-benzamide). Reaction SMILES: [Cl:1][C:2]1[CH:3]=[C:4]([CH:8]=[CH:9][C:10]=1[N:11]1[CH2:16][CH2:15][CH2:14][NH:13][C:12]1=[O:17])[C:5]([OH:7])=O.[Cl:18][C:19]1[CH:30]=[CH:29][C:22]2[NH:23][C:24]([C@@H:26]([NH2:28])[CH3:27])=[N:25][C:21]=2[CH:20]=1.CN(C(ON1N=NC2C=CC=CC1=2)=[N+](C)C)C.[B-](F)(F)(F)F.CN1CCOCC1.N>CN(C=O)C>[Cl:1][C:2]1[CH:3]=[C:4]([CH:8]=[CH:9][C:10]=1[N:11]1[CH2:16][CH2:15][CH2:14][NH:13][C:12]1=[O:17])[C:5]([NH:28][C@H:26]([C:24]1[NH:23][C:22]2[CH:29]=[CH:30][C:19]([Cl:18])=[CH:20][C:21]=2[N:25]=1)[CH3:27])=[O:7] |f:2.3|. Procedure: Prepared analogously to Example 1f from 3-chloro-4-(tetrahydro-pyrimidin-2-on-1-yl)-benzoic acid, (1S)-1-(5-chloro-1H-benzimidazol-2-yl)-ethylamine, TBTU and NMM in DMF, then pouring into ice water, adding conc. ammonia solution, filtering, washing with water and purifying by chromatography on silica gel (eluting gradient ethyl acetate/(methanol/conc. ammonia solution 19:1)=98:2→90:10) with subsequent filtration through activated charcoal, trituration with ether and drying in the drying pistol a... Starting materials: [H-].[Na+] (NaH), C(CCC)[Li] (n-butyl lithium), FC(C1CO1)(F)F (1,1,1-trifluoro-2,3-epoxypropane), ClC1=C(C=CC(=C1F)OC)C=NC1=C2C=CC(NC2=CC(=C1)F)=O (5-{[1-(2-chloro-3-fluoro-4-methoxyphenyl)methylidene]amino}-7-fluoro-1H-quinolin-2-one), [Si](C)(C)(C(C)(C)C)Cl (t-Butyldimethylsilyl chloride), [Si](C)(C)(C(C)(C)C)N1C(C=CC2=C(C=C(C=C12)F)N=CC1=C(C(=C(C=C1)OC)F)Cl)=O (1-{t-butyldimethylsilyl}-5-{[1-(2-chloro-3-fluoro-4-methoxyphenyl)methylidene]amino}-7-fluoroquinolin-2-one). Solvent: C1CCOC1 (THF), CCCCCC (hexane), C(C)OCC (diethyl ether), C1CCOC1 (THF), CCCCCC (hexane), C1CCOC1 (THF), C1CCOC1 (THF). Run at time 3.5 hour. Product: ClC1=C(C=CC(=C1F)OC)C(C1(OC1)C(F)(F)F)NC1=C2C=CC(NC2=CC(=C1)F)=O (5-{[(2-chloro-3-fluoro-4-methoxyphenyl)(2-trifluoromethyloxiranyl)methyl]amino}-7-fluoro-1H-quinolin-2-one). As a reaction SMILES: [H-].[Na+].[Cl:3][C:4]1[C:9]([F:10])=[C:8]([O:11][CH3:12])[CH:7]=[CH:6][C:5]=1[CH:13]=[N:14][C:15]1[CH:24]=[C:23]([F:25])[CH:22]=[C:21]2[C:16]=1[CH:17]=[CH:18][C:19](=[O:26])[NH:20]2.[Si](Cl)(C(C)(C)C)(C)C.[F:35][C:36]([F:41])([F:40])[CH:37]1[O:39][CH2:38]1.C([Li])CCC.[Si](N1C2C(=C(N=CC3C=CC(OC)=C(F)C=3Cl)C=C(F)C=2)C=CC1=O)(C(C)(C)C)(C)C>C1COCC1.CCCCCC.C(OCC)C>[Cl:3][C:4]1[C:9]([F:10])=[C:8]([O:11][CH3:12])[CH:7]=[CH:6][C:5]=1[CH:13]([NH:14][C:15]1[CH:24]=[C:23]([F:25])[CH:22]=[C:21]2[C:16]=1[CH:17]=[CH:18][C:19](=[O:26])[NH:20]2)[C:37]1([C:36]([F:41])([F:40])[F:35])[CH2:38][O:39]1 |f:0.1|. Procedure details: To 1.6 g (9 mmol) 5-amino-7-fluoro-1H-quinolin-2-one and 1.69 g (9 mmol) 2-chloro-3-fluoro-4-methoxybenzaldehyde in 27 ml toluene and 8 ml 1,4-dioxane are added 1.96 ml acetic acid and 7 ml tetrabutyl orthotitanate. The mixture is heated over 20 hours to 110° C., cooled to room temperature and poured into aqueous ammonium fluoride solution. Ethyl acetate is added and the mixture is stirred vigorously for 1 hour. Phases are separated and addition of ethylacetate is repeated two times while stirri... Starting materials: C(N)(=O)CCC1=C(N)C=CC=C1 (2-(2-Carbamoylethyl)aniline), C(C1=CC=CC=C1)(=O)N1CCC(CC1)=O (1-benzoyl-4-oxopiperidine), C(C)(=O)O (acetic acid). The reagents and catalysts are O=[Pt]=O (PtO2). Solvent: C(C)O (ethanol). Product: C(C1=CC=CC=C1)(=O)N1CCC(CC1)NC1=C(C=CC=C1)CCC(N)=O (N-(1-benzoyl-4-piperidinyl)-2-(2-carbamoylethyl)aniline). As a reaction SMILES: [C:1]([CH2:4][CH2:5][C:6]1[CH:12]=[CH:11][CH:10]=[CH:9][C:7]=1[NH2:8])(=[O:3])[NH2:2].[C:13]([N:21]1[CH2:26][CH2:25][C:24](=O)[CH2:23][CH2:22]1)(=[O:20])[C:14]1[CH:19]=[CH:18][CH:17]=[CH:16][CH:15]=1.C(O)(=O)C>C(O)C.O=[Pt]=O>[C:13]([N:21]1[CH2:26][CH2:25][CH:24]([NH:8][C:7]2[CH:9]=[CH:10][CH:11]=[CH:12][C:6]=2[CH2:5][CH2:4][C:1](=[O:3])[NH2:2])[CH2:23][CH2:22]1)(=[O:20])[C:14]1[CH:19]=[CH:18][CH:17]=[CH:16][CH:15]=1. Reported procedure: 2-(2-Carbamoylethyl)aniline (37 g) and 1-benzoyl-4-oxopiperidine (67.6 g) are dissolved in ethanol (500 ml) and to the solution is added acetic acid to adjust the pH of the solution to about 5.5. To the solution is further added PtO2 (1 g) and the mixture is stirred under 1 atm. at room temperature under H2 atmosphere. When H2 is absorbed up to 5 liters, the reaction is stopped and the catalyst is separated by filtration. The filtrate is concentrated to give N-(1-benzoyl-4-piperidinyl)-2-(2-carb...